Task: describe an organic reaction: reactants, conditions, products, and yield. Dataset: the Open Reaction Database (ORD), a public repository of structured organic reaction records Starting materials: CN1CCC(N(C)C(=O)c2cc(-c3ccncc3)c(-c3ccc4c(c3)CCC4=O)s2)CC1, CCO, NO. The product is CN1CCC(N(C)C(=O)c2cc(-c3ccncc3)c(-c3ccc4c(c3)CCC4=NO)s2)CC1. As a reaction SMILES: [CH3:1][N:2]([C:3](=[O:4])[c:5]1[s:6][c:7](-[c:16]2[cH:17][c:18]3[c:22]([cH:23][cH:24]2)[C:21](=[O:25])[CH2:20][CH2:19]3)[c:8](-[c:10]2[cH:11][cH:12][n:13][cH:14][cH:15]2)[cH:9]1)[CH:26]1[CH2:27][CH2:28][N:29]([CH3:32])[CH2:30][CH2:31]1.[CH3:35][CH2:36][OH:37].[NH2:33][OH:34]>>[CH3:1][N:2]([C:3](=[O:4])[c:5]1[s:6][c:7](-[c:16]2[cH:17][c:18]3[c:22]([cH:23][cH:24]2)[C:21](=[N:33][OH:34])[CH2:20][CH2:19]3)[c:8](-[c:10]2[cH:11][cH:12][n:13][cH:14][cH:15]2)[cH:9]1)[CH:26]1[CH2:27][CH2:28][N:29]([CH3:32])[CH2:30][CH2:31]1. Starting materials: O=[N+]([O-])c1ccc(Br)cn1, O=C([O-])[O-], CC(C)(C#N)c1cccc(C(=O)Nc2cccc(O)c2)c1, CN(C)C=O, [Cs+], [Cs+], O. Product: CC(C)(C#N)c1cccc(C(=O)Nc2cccc(Oc3ccc([N+](=O)[O-])nc3)c2)c1. RXN SMILES: [Br:1][c:2]1[cH:3][cH:4][c:5]([N+:8](=[O:9])[O-:10])[n:6][cH:7]1.[C:11](=[O:12])([O-:13])[O-:14].[C:17](#[N:18])[C:19]([CH3:20])([CH3:21])[c:22]1[cH:23][c:24]([C:25](=[O:26])[NH:27][c:28]2[cH:29][c:30]([OH:34])[cH:31][cH:32][cH:33]2)[cH:35][cH:36][cH:37]1.[CH3:39][N:40]([CH3:41])[CH:42]=[O:43].[Cs+:15].[Cs+:16].[OH2:38]>>[c:2]1([O:34][c:30]2[cH:29][c:28]([NH:27][C:25]([c:24]3[cH:23][c:22]([C:19]([C:17]#[N:18])([CH3:20])[CH3:21])[cH:37][cH:36][cH:35]3)=[O:26])[cH:33][cH:32][cH:31]2)[cH:3][cH:4][c:5]([N+:8](=[O:9])[O-:10])[n:6][cH:7]1. Yields the product Cl.NC=1SC(=C(N1)C(C(=O)NC1[C@@H]2N(C(=C(CS2)COC(C2=CC=CC=C2)=O)C(=O)O)C1=O)=NOC)Br (7-[2-(2-amino-5-bromothiazol-4-yl)-2-methoxyiminoacetamido]-3-benzoyloxymethyl-3-cephem-4-carboxylic acid hydrochloride). The reactants are C(=O)NC=1SC(=C(N1)C(C(=O)NC1[C@@H]2N(C(=C(CS2)COC(C2=CC=CC=C2)=O)C(=O)O)C1=O)=NOC)Br (7-[2-(2-Formamido-5-bromothiazol-4-yl)-2-methoxyiminoacetamido]-3-benzoyloxymethyl-3-cephem-4-carboxylic acid), Cl (hydrochloric acid). Reported procedure: 7-[2-(2-Formamido-5-bromothiazol-4-yl)-2-methoxyiminoacetamido]-3-benzoyloxymethyl-3-cephem-4-carboxylic acid (syn isomer, 0.58 g.) was treated with conc. hydrochloric acid (0.16 ml.) in a similar manner to that of Example 1-(2) to give 7-[2-(2-amino-5-bromothiazol-4-yl)-2-methoxyiminoacetamido]-3-benzoyloxymethyl-3-cephem-4-carboxylic acid hydrochloride (syn isomer, 0.5 g.). Reaction SMILES: C([NH:3][C:4]1[S:5][C:6]([Br:38])=[C:7]([C:9](=[N:35][O:36][CH3:37])[C:10]([NH:12][CH:13]2[C:33](=[O:34])[N:15]3[C:16]([C:30]([OH:32])=[O:31])=[C:17]([CH2:20][O:21][C:22](=[O:29])[C:23]4[CH:28]=[CH:27][CH:26]=[CH:25][CH:24]=4)[CH2:18][S:19][C@H:14]23)=[O:11])[N:8]=1)=O.[ClH:39]>>[ClH:39].[NH2:3][C:4]1[S:5][C:6]([Br:38])=[C:7]([C:9](=[N:35][O:36][CH3:37])[C:10]([NH:12][CH:13]2[C:33](=[O:34])[N:15]3[C:16]([C:30]([OH:32])=[O:31])=[C:17]([CH2:20][O:21][C:22](=[O:29])[C:23]4[CH:28]=[CH:27][CH:26]=[CH:25][CH:24]=4)[CH2:18][S:19][C@H:14]23)=[O:11])[N:8]=1 |f:2.3|.